This data is from the Open Reaction Database (ORD), a public repository of structured organic reaction records. The task is: describe an organic reaction: reactants, conditions, products, and yield Starting materials: CC(C)(C)OC(=O)N1CCC(C=C(Br)Br)CC1, [Li]CCCC, CCCC[Sn](Cl)(CCCC)CCCC, C1CCOC1. The product is CCCC[Sn](C#CC1CCN(C(=O)OC(C)(C)C)CC1)(CCCC)CCCC. As a reaction SMILES: [C:1]([CH3:2])([CH3:3])([CH3:4])[O:5][C:6](=[O:7])[N:8]1[CH2:9][CH2:10][CH:11]([CH:14]=[C:15]([Br:16])[Br:17])[CH2:12][CH2:13]1.[CH2:18]([Li:19])[CH2:20][CH2:21][CH3:22].[CH2:23]([CH2:24][CH2:25][CH3:26])[Sn:27]([CH2:28][CH2:29][CH2:30][CH3:31])([CH2:32][CH2:33][CH2:34][CH3:35])[Cl:36].[CH2:37]1[O:38][CH2:39][CH2:40][CH2:41]1>>[C:1]([CH3:2])([CH3:3])([CH3:4])[O:5][C:6](=[O:7])[N:8]1[CH2:9][CH2:10][CH:11]([C:14]#[C:15][Sn:27]([CH2:23][CH2:24][CH2:25][CH3:26])([CH2:28][CH2:29][CH2:30][CH3:31])[CH2:32][CH2:33][CH2:34][CH3:35])[CH2:12][CH2:13]1.